This data is from the Open Reaction Database (ORD), a public repository of structured organic reaction records. The task is: describe an organic reaction: reactants, conditions, products, and yield Procedure: A mixture of 2-bromo-1,5-dimethyl-3-nitrobenzene (1.8 g, 7.8 mmol), Fe powder (2.2 g), concentrated hydrochloric acid (0.3 mL), and EtOH (20 mL) was stirred at 80° C. overnight. Ethyl acetate (20 mL) was subsequently added. The resulting suspension was filtered and the filtrate concentrated. The residue was treated with H2O (10 mL), extracted with ethyl acetate (2×20 mL), washed with brine, dried over anhydrous Na2SO4, and concentrated to give the title compound as a solid (1.2 g, 77%). RXN SMILES: [Br:1][C:2]1[C:7]([N+:8]([O-])=O)=[CH:6][C:5]([CH3:11])=[CH:4][C:3]=1[CH3:12].Cl.CCO>[Fe].C(OCC)(=O)C>[Br:1][C:2]1[C:3]([CH3:12])=[CH:4][C:5]([CH3:11])=[CH:6][C:7]=1[NH2:8]. Starting materials: BrC1=C(C=C(C=C1[N+](=O)[O-])C)C (2-bromo-1,5-dimethyl-3-nitrobenzene), Cl (hydrochloric acid), CCO (EtOH). The yield is 76.9%. The reagents and catalysts are [Fe] (Fe). Product: BrC1=C(N)C=C(C=C1C)C (2-bromo-3,5-dimethylaniline). Solvent: C(C)(=O)OCC (Ethyl acetate). Run at temperature 80 celsius, time 8 hour. The reactants are Cl (HCl), Cl (HCl), C(C(=C)C)(=O)OC(C)(C)C12CC3(CC(CC(C1)C3)(C2)OCOCCOC)OCOCCOC (1-(1-methacryloyloxy-1-methylethyl)-3,5-bis(2-methoxyethoxymethoxy)adamantane), [Cl-].[NH4+] (ammonium chloride). The solvent is CC(=O)C (acetone). Yields the product OC12CC3(CC(CC(C1)C3)(C2)C(C)(C)OC(C(=C)C)=O)O (1,3-Dihydroxy-5-(1-methacryloyloxy-1-methylethyl)adamantane). As a reaction SMILES: [C:1]([O:6][C:7]([C:10]12[CH2:19][C:14]3([O:20]COCCOC)[CH2:15][CH:16]([CH2:18][C:12]([O:27]COCCOC)([CH2:13]3)[CH2:11]1)[CH2:17]2)([CH3:9])[CH3:8])(=[O:5])[C:2]([CH3:4])=[CH2:3].Cl.[Cl-].[NH4+]>CC(C)=O>[OH:20][C:14]12[CH2:19][C:10]3([C:7]([O:6][C:1](=[O:5])[C:2]([CH3:4])=[CH2:3])([CH3:9])[CH3:8])[CH2:17][CH:16]([CH2:18][C:12]([OH:27])([CH2:11]3)[CH2:13]1)[CH2:15]2 |f:2.3|. Reported procedure: A mixture of 10 mmole of 1-(1-methacryloyloxy-1-methylethyl)-3,5-bis(2-methoxyethoxymethoxy)adamantane thus obtained, 1 mmole (in terms of HCl) of 6N-HCl and 40 ml of acetone was stirred at room temperature for 5 hours. The resulting reaction mixture was incorporated with an aqueous ammonium chloride solution, was extracted with ethyl acetate, the organic layer was concentrated, and the concentrate was subjected to column chromatography on a silica gel to thereby yield the title compound.